The task is: describe an organic reaction: reactants, conditions, products, and yield. This data is from the Open Reaction Database (ORD), a public repository of structured organic reaction records. Starting materials: CC(C)(C(=O)[O-])P(=O)(O)OC (trimethylphosphonoacetate), S1C=C(C=C1)C=O (thiophene 3-carboxaldehyde), ice, CC(C)([O-])C.[K+] (potassium t-butoxide). Run in C1CCOC1 (THF), C1CCOC1 (THF), C1CCOC1 (THF). Run at time 45 minute. Product: S1C=C(C=C1)C=CC(=O)OC (Methyl 3-(3-thienyl)acrylate). The yield is 77.1%. Reaction SMILES: [CH3:1]C(C)([O-])C.[K+].C[C:8](P(OC)(O)=O)([C:10]([O-:12])=[O:11])[CH3:9].[S:18]1[CH:22]=[CH:21][C:20](C=O)=[CH:19]1>C1COCC1>[S:18]1[CH:22]=[CH:21][C:20]([CH:9]=[CH:8][C:10]([O:12][CH3:1])=[O:11])=[CH:19]1 |f:0.1|. Procedure: A suspension of potassium t-butoxide (61.5 g, 0.55 mol) in THF (800 mL) was cooled in an ice bath and trimethylphosphonoacetate (98 mL, 0.60 mol) in THF (100 mL) was slowly added. After 45 min, thiophene 3-carboxaldehyde (50 mL, 0.55 mol) in THF (100 mL) was slowly added while stirred in the ice bath. The mixture was allowed to warm to rt and stirred for 16 h. The reaction was quenched with 5% sulfuric acid (300 mL) and extracted twice with ether. The organic layers were each washed with brine, ... Reactants: Cc1c(Br)cc(C(C)(C)C)c(O)c1C(=O)O, Cc1ccccc1, Oc1ccccc1, O=P(Cl)(Cl)Cl. Product: Cc1c(Br)cc(C(C)(C)C)c(O)c1C(=O)Oc1ccccc1. RXN SMILES: [Br:1][c:2]1[c:3]([CH3:16])[c:4]([C:5](=[O:6])[OH:7])[c:8]([OH:15])[c:9]([C:11]([CH3:12])([CH3:13])[CH3:14])[cH:10]1.[CH3:29][c:30]1[cH:31][cH:32][cH:33][cH:34][cH:35]1.[OH:17][c:18]1[cH:19][cH:20][cH:21][cH:22][cH:23]1.[P:24]([Cl:25])([Cl:26])([Cl:27])=[O:28]>>[Br:1][c:2]1[c:3]([CH3:16])[c:4]([C:5]([O:6][c:18]2[cH:19][cH:20][cH:21][cH:22][cH:23]2)=[O:7])[c:8]([OH:15])[c:9]([C:11]([CH3:12])([CH3:13])[CH3:14])[cH:10]1.